Dataset: the Open Reaction Database (ORD), a public repository of structured organic reaction records. Task: describe an organic reaction: reactants, conditions, products, and yield The reactants are Cl.ClCC=1C=NC2=CC(=CC=C2C1)OC (3-(chloromethyl)-7-methoxyquinoline hydrochloride), Cl.ClCC=1C=NC2=CC(=CC=C2C1)OC (3-(Chloromethyl)-7-methoxyquinoline hydrochloride), C(C)C1=NC(=CC2=CC(=C(C=C12)OC)OC)O (1-ethyl-6,7-dimethoxyisoquinolin-3-ol), C(C)C1=NC(=CC2=CC(=C(C=C12)OC)OC)O (1-Ethyl-6,7-dimethoxyisoquinolin-3-ol), [OH-].[K+] (KOH). The solvent is C(Cl)Cl (CH2Cl2), O (H2O), C1(=CC=CC=C1)C (toluene). Conditions: temperature 150 celsius, time 2 hour. Yields the product C(C)C1=NC(=C(C2=CC(=C(C=C12)OC)OC)CC=1C=NC2=CC(=CC=C2C1)OC)O (1-ethyl-6,7-dimethoxy-4-((7-methoxyquinolin-3-yl)methyl)isoquinolin-3-ol). Reaction SMILES: [CH2:1]([C:3]1[C:12]2[C:7](=[CH:8][C:9]([O:15][CH3:16])=[C:10]([O:13][CH3:14])[CH:11]=2)[CH:6]=[C:5]([OH:17])[N:4]=1)[CH3:2].[OH-].[K+].Cl.Cl[CH2:22][C:23]1[CH:24]=[N:25][C:26]2[C:31]([CH:32]=1)=[CH:30][CH:29]=[C:28]([O:33][CH3:34])[CH:27]=2>C1(C)C=CC=CC=1.C(Cl)Cl.O>[CH2:1]([C:3]1[C:12]2[C:7](=[CH:8][C:9]([O:15][CH3:16])=[C:10]([O:13][CH3:14])[CH:11]=2)[C:6]([CH2:22][C:23]2[CH:24]=[N:25][C:26]3[C:31]([CH:32]=2)=[CH:30][CH:29]=[C:28]([O:33][CH3:34])[CH:27]=3)=[C:5]([OH:17])[N:4]=1)[CH3:2] |f:1.2,3.4|. Procedure: To a solution of 1-ethyl-6,7-dimethoxyisoquinolin-3-ol SLA 28136 (121 mg, 519 μmol) in toluene (10 mL) in a 20 mL microwave vial equipped with a magnetic stirrer was added a 2 N aq. KOH solution (0.57 mL, 1.14 mmol) at RT followed by 3-(chloromethyl)-7-methoxyquinoline hydrochloride MDE 32012 (136 mg, 557 μmol) and the mixture was stirred at 150° C. for 2 h under microwave irradiation. After cooling to RT, the mixture was diluted with CH2Cl2 (50 mL) and H2O (10 mL). The organic phase was isolate...